describe an organic reaction: reactants, conditions, products, and yield From a dataset of the Open Reaction Database (ORD), a public repository of structured organic reaction records. The reactants are C(C1=CC=CC=C1)N1CCNCC1 (1-benzylpiperazine), BrCCCO (3-bromopropan-1-ol), product. Yields the product C(C1=CC=CC=C1)N1CCN(CC1)CCCO (1-Benzyl-4-(3-hydroxypropyl)piperazine). Reaction SMILES: [CH2:1]([N:8]1[CH2:13][CH2:12][NH:11][CH2:10][CH2:9]1)[C:2]1[CH:7]=[CH:6][CH:5]=[CH:4][CH:3]=1.Br[CH2:15][CH2:16][CH2:17][OH:18]>>[CH2:1]([N:8]1[CH2:13][CH2:12][N:11]([CH2:15][CH2:16][CH2:17][OH:18])[CH2:10][CH2:9]1)[C:2]1[CH:3]=[CH:4][CH:5]=[CH:6][CH:7]=1. Reported procedure: Alkylation of 1-benzylpiperazine (16 g, 0.091 mole) with 3-bromopropan-1-ol (13.88 g; 0.01 mole) as described in Example 1(c) gave, after chromatography, 12.9 g (61%) of the product as a colourless oil. νmax (film) 3300, 2920, 2800, 1595 cm-1 ; (Found; C, 69.41; H, 9.60; N, 11.75; C14H22N2O.O.5H2O requires; C, 69.10; H, 9.52; N, 11.51%). The reactants are CC1=CC=C(C=C1)N1C(=CC=C1)C#N (1-(4-methylphenyl)pyrrole-2-carbonitrile), [Cl-].[Al+3].[Cl-].[Cl-] (aluminum chloride), C(C)(C)(C)Cl (t-butyl chloride). Run in ClCCl (dichloromethane), ClCCl (dichloromethane). Reaction conditions: time 20 minute. The product is C(C)(C)(C)C=1C=C(N(C1)C1=CC=C(C=C1)C)C#N (4-t-butyl-1-(4-methylphenyl)pyrrole-2-carbonitrile). Yield: 92.4%. Reaction SMILES: [CH3:1][C:2]1[CH:7]=[CH:6][C:5]([N:8]2[CH:12]=[CH:11][CH:10]=[C:9]2[C:13]#[N:14])=[CH:4][CH:3]=1.[Cl-].[Al+3].[Cl-].[Cl-].[C:19](Cl)([CH3:22])([CH3:21])[CH3:20]>ClCCl>[C:19]([C:11]1[CH:10]=[C:9]([C:13]#[N:14])[N:8]([C:5]2[CH:6]=[CH:7][C:2]([CH3:1])=[CH:3][CH:4]=2)[CH:12]=1)([CH3:22])([CH3:21])[CH3:20] |f:1.2.3.4|. Procedure: To a mixture of 1-(4-methylphenyl)pyrrole-2-carbonitrile (546 mg) and aluminum chloride (532 mg) in dichloromethane (10 ml) was added t-butyl chloride (368 mg) in dichloromethane (10 ml) in one portion at 5° C. The mixture was stirred at the same temperature for 20 minutes. The reaction mixture was quenched with 10% hydrochloric acid. The separated organic layer was washed with 10% hydrochloric acid and water, successively, dried, and concentrated in vacuo. The residue was purified by flash colu... The reactants are CCOC(=O)C(C)=Cc1ccc(Oc2c(-c3ccccc3)c(C)cc3cc(OC)ccc23)cc1, C1CCOC1, CCO, [Na+], [OH-]. Product: COc1ccc2c(Oc3ccc(C=C(C)C(=O)O)cc3)c(-c3ccccc3)c(C)cc2c1. RXN SMILES: [CH2:1]([CH3:2])[O:3][C:4]([C:5](=[CH:6][c:7]1[cH:8][cH:9][c:10]([O:13][c:14]2[c:15](-[c:27]3[cH:28][cH:29][cH:30][cH:31][cH:32]3)[c:16]([CH3:26])[cH:17][c:18]3[cH:19][c:20]([O:24][CH3:25])[cH:21][cH:22][c:23]23)[cH:11][cH:12]1)[CH3:33])=[O:34].[CH2:35]1[O:36][CH2:37][CH2:38][CH2:39]1.[CH3:42][CH2:43][OH:44].[Na+:41].[OH-:40]>>[O:3]=[C:4]([C:5](=[CH:6][c:7]1[cH:8][cH:9][c:10]([O:13][c:14]2[c:15](-[c:27]3[cH:28][cH:29][cH:30][cH:31][cH:32]3)[c:16]([CH3:26])[cH:17][c:18]3[cH:19][c:20]([O:24][CH3:25])[cH:21][cH:22][c:23]23)[cH:11][cH:12]1)[CH3:33])[OH:34]. Starting materials: CC(C)(C)OC(=O)N1CCN(C(=O)c2cccc(Br)c2F)CC1, CC(C)C[Mg+], CN(C)C=O, [Cl-], [Cl-], [NH4+], C1CCOC1. Reaction SMILES: [Br:1][c:2]1[c:3]([F:23])[c:4]([C:5](=[O:6])[N:7]2[CH2:8][CH2:9][N:10]([C:13](=[O:14])[O:15][C:16]([CH3:17])([CH3:18])[CH3:19])[CH2:11][CH2:12]2)[cH:20][cH:21][cH:22]1.[CH2:25]([Mg+:26])[CH:27]([CH3:28])[CH3:29].[CH3:30][N:31]([CH:32]=[O:33])[CH3:34].[Cl-:24].[Cl-:35].[NH4+:36].[O:37]1[CH2:38][CH2:39][CH2:40][CH2:41]1>>[c:2]1([CH:32]=[O:33])[c:3]([F:23])[c:4]([C:5](=[O:6])[N:7]2[CH2:8][CH2:9][N:10]([C:13](=[O:14])[O:15][C:16]([CH3:17])([CH3:18])[CH3:19])[CH2:11][CH2:12]2)[cH:20][cH:21][cH:22]1. The product is CC(C)(C)OC(=O)N1CCN(C(=O)c2cccc(C=O)c2F)CC1. Starting materials: C(C=1C(O)=CC=CC1)=O (salicylaldehyde), [OH-].[K+] (potassium hydroxide), BrCC(=O)C1=CC=C(C=C1)OC (α-bromo-p-methoxyacetophenone). The solvent is CO (methanol), CO (methanol), CO (methanol). Product: COC1=CC=C(C(=O)C=2OC3=C(C2)C=CC=C3)C=C1 (2-(4'-methoxybenzoyl)benzofuran). Reaction SMILES: [CH:1](=O)[C:2]1[C:3](=[CH:5][CH:6]=[CH:7][CH:8]=1)[OH:4].[OH-].[K+].Br[CH2:13][C:14]([C:16]1[CH:21]=[CH:20][C:19]([O:22][CH3:23])=[CH:18][CH:17]=1)=[O:15]>CO>[CH3:23][O:22][C:19]1[CH:20]=[CH:21][C:16]([C:14]([C:13]2[O:4][C:3]3[CH:5]=[CH:6][CH:7]=[CH:8][C:2]=3[CH:1]=2)=[O:15])=[CH:17][CH:18]=1 |f:1.2|. Reported procedure: To 11.0 g. (0.09 mol.) of salicylaldehyde in 30 ml. of dry methanol was added 5.1 g. (0.09 mol.) of potassium hydroxide dissolved in 50 ml. of methanol. The solution was refluxed for 10 minutes and 20.5 g. (0.09 mol.) of α-bromo-p-methoxyacetophenone dissolved in 50 ml. of warm methanol was added dropwise but rapidly over a 10 minute interval. The resulting solution was refluxed for one hour, then filtered and concentrated. The residue was dissolved in ether and the ether solution was washed wit... The reactants are ClC=1C=C(C=C(C1OC)OC)C=1N=C(SC1)C(=O)OCC (ethyl 4-(3-chloro-4,5-dimethoxyphenyl)-thiazole-2-carboxylate), N (ammonia). Solvent: C(CO)O (1,2-ethanediol). The product is ClC=1C=C(C=C(C1OC)OC)C=1N=C(SC1)C(=O)N (4-(3-chloro-4,5-dimethoxyphenyl)-thiazole-2-carboxamide). Reaction SMILES: [Cl:1][C:2]1[CH:3]=[C:4]([C:12]2[N:13]=[C:14]([C:17]([O:19]CC)=O)[S:15][CH:16]=2)[CH:5]=[C:6]([O:10][CH3:11])[C:7]=1[O:8][CH3:9].[NH3:22]>C(O)CO>[Cl:1][C:2]1[CH:3]=[C:4]([C:12]2[N:13]=[C:14]([C:17]([NH2:22])=[O:19])[S:15][CH:16]=2)[CH:5]=[C:6]([O:10][CH3:11])[C:7]=1[O:8][CH3:9]. Procedure details: A solution of ethyl 4-(3-chloro-4,5-dimethoxyphenyl)-thiazole-2-carboxylate (21.8 g) in 1,2-ethanediol (150 ml) at 120° C. was treated with ammonia gas for 25 min. The mixture was cooled in an ice-bath and the resultant suspension was filtered, washed with methanol, and dried at 60° C. under vacuum to give 4-(3-chloro-4,5-dimethoxyphenyl)-thiazole-2-carboxamide (18.7 g), m.p. 178°-180° C.